Dataset: the Open Reaction Database (ORD), a public repository of structured organic reaction records. Task: describe an organic reaction: reactants, conditions, products, and yield Reactants: OC1=CN=C(C=C1C=O)OC (5-hydroxy-2-methoxyisonicotinaldehyde), Cl.ClCC=1C(=NC=CC1)C1=CC=NN1CC(=O)OCC (ethyl 2-(5-(3-(chloromethyl)pyridin-2-yl)-1H-pyrazol-1-yl)acetate hydrochloride), C(=O)([O-])[O-].[K+].[K+] (K2CO3). The solvent is CN(C)C=O (DMF). Reaction conditions: temperature 70 celsius. Yields the product C(=O)C1=C(C=NC(=C1)OC)OCC=1C(=NC=CC1)C1=CC=NN1CC(=O)OCC (ethyl 2-(5-(3-((4-formyl-6-methoxypyridin-3-yloxy)methyl)pyridin-2-yl)-1H-pyrazol-1-yl)acetate). Isolated yield 94.1%. RXN SMILES: [OH:1][C:2]1[C:7]([CH:8]=[O:9])=[CH:6][C:5]([O:10][CH3:11])=[N:4][CH:3]=1.Cl.Cl[CH2:14][C:15]1[C:16]([C:21]2[N:25]([CH2:26][C:27]([O:29][CH2:30][CH3:31])=[O:28])[N:24]=[CH:23][CH:22]=2)=[N:17][CH:18]=[CH:19][CH:20]=1.C([O-])([O-])=O.[K+].[K+]>CN(C=O)C>[CH:8]([C:7]1[CH:6]=[C:5]([O:10][CH3:11])[N:4]=[CH:3][C:2]=1[O:1][CH2:14][C:15]1[C:16]([C:21]2[N:25]([CH2:26][C:27]([O:29][CH2:30][CH3:31])=[O:28])[N:24]=[CH:23][CH:22]=2)=[N:17][CH:18]=[CH:19][CH:20]=1)=[O:9] |f:1.2,3.4.5|. Reported procedure: A mixture of 5-hydroxy-2-methoxyisonicotinaldehyde (107 mg, 0.70 mmol, 1 eq.), ethyl 2-(5-(3-(chloromethyl)pyridin-2-yl)-1H-pyrazol-1-yl)acetate hydrochloride (220 mg, 0.70 mmol, 1 eq.), and K2CO3 (386 mg, 2.8 mmol, 4 eq.) in DMF (6.0 mL) was heated at 70° C. for 2 h. The mixture was cooled, filtered, concentrated, and purified on silica gel using a mixture of EtOAc and hexanes as eluent to give ethyl 2-(5-(3-((4-formyl-6-methoxypyridin-3-yloxy)methyl)pyridin-2-yl)-1H-pyrazol-1-yl)acetate (261 m... Starting materials: COC(=O)c1ncccc1OCc1ccccc1, ClCCl, O=C(OO)c1cccc(Cl)c1. The product is COC(=O)c1c(OCc2ccccc2)ccc[n+]1[O-]. As a reaction SMILES: [CH2:1]([c:2]1[cH:3][cH:4][cH:5][cH:6][cH:7]1)[O:8][c:9]1[c:10]([C:15](=[O:16])[O:17][CH3:18])[n:11][cH:12][cH:13][cH:14]1.[Cl:30][CH2:31][Cl:32].[OH:19][O:20][C:21]([c:22]1[cH:23][c:24]([Cl:25])[cH:26][cH:27][cH:28]1)=[O:29]>>[CH2:1]([c:2]1[cH:3][cH:4][cH:5][cH:6][cH:7]1)[O:8][c:9]1[c:10]([C:15](=[O:16])[O:17][CH3:18])[n+:11]([O-:19])[cH:12][cH:13][cH:14]1. The reactants are ClC1=CC(=C(C=C1)[N+](=O)[O-])[N+](=O)[O-] (4-chloro-1,2-dinitrobenzene), C(C)(C)(CC(C)(C)C)N (tert-octylamine). The solvent is CCO (EtOH). Yields the product ClC1=CC(=C(C=C1)[N+](=O)[O-])NC(CC(C)(C)C)(C)C (4-Chloro-2-[(1,1,3,3-tetramethylbutyl)amino]-1-nitrobenzene). The yield is 46.2%. Reaction SMILES: [Cl:1][C:2]1[CH:7]=[CH:6][C:5]([N+:8]([O-:10])=[O:9])=[C:4]([N+:11]([O-])=O)[CH:3]=1.[C:14](N)([CH2:17][C:18]([CH3:21])([CH3:20])[CH3:19])([CH3:16])[CH3:15]>CCO>[Cl:1][C:2]1[CH:7]=[CH:6][C:5]([N+:8]([O-:10])=[O:9])=[C:4]([NH:11][C:14]([CH3:16])([CH3:15])[CH2:17][C:18]([CH3:21])([CH3:20])[CH3:19])[CH:3]=1. Procedure details: A mixture of 20 g of 4-chloro-1,2-dinitrobenzene and 30 g of tert-octylamine in 300 ml of 95° EtOH is refluxed for 16 hours. The solvent is evaporated off under vacuum to give 13 g of the expected product after crystallization from an iso ether/heptane mixture (40/60; v/v). M.p.=108° C. The reactants are BrC=1SC(=NN1)C (2-bromo-5-methyl-1,3,4-thiadiazole), NCCN1CCC(CC1)NC1=NC2=C(N1CC1=CC=C(C=C1)F)C=CC=C2 (N-[1-(2-aminoethyl)-4-piperidinyl]-1-[(4-fluorophenyl)methyl]-1H-benzimidazol-2-amine), C([O-])([O-])=O.[Na+].[Na+] (sodium carbonate). Run in CN(C(C)=O)C (N,N-dimethylacetamide). Reaction conditions: temperature 120 celsius. Yields the product FC1=CC=C(C=C1)CN1C(=NC2=C1C=CC=C2)NC2CCN(CC2)CCNC=2SC(=NN2)C (1-[(4-fluorophenyl)methyl]-N-[1-[2-[(5-methyl-1,3,4-thiadiazol-2-yl)amino]ethyl]-4-piperidinyl]-1H-benzimidazol-2-amine). The yield is 35.8%. RXN SMILES: Br[C:2]1[S:3][C:4]([CH3:7])=[N:5][N:6]=1.[NH2:8][CH2:9][CH2:10][N:11]1[CH2:16][CH2:15][CH:14]([NH:17][C:18]2[N:22]([CH2:23][C:24]3[CH:29]=[CH:28][C:27]([F:30])=[CH:26][CH:25]=3)[C:21]3[CH:31]=[CH:32][CH:33]=[CH:34][C:20]=3[N:19]=2)[CH2:13][CH2:12]1.C(=O)([O-])[O-].[Na+].[Na+]>CN(C)C(=O)C>[F:30][C:27]1[CH:28]=[CH:29][C:24]([CH2:23][N:22]2[C:21]3[CH:31]=[CH:32][CH:33]=[CH:34][C:20]=3[N:19]=[C:18]2[NH:17][CH:14]2[CH2:15][CH2:16][N:11]([CH2:10][CH2:9][NH:8][C:2]3[S:3][C:4]([CH3:7])=[N:5][N:6]=3)[CH2:12][CH2:13]2)=[CH:25][CH:26]=1 |f:2.3.4|. Procedure details: A mixture of 2.41 parts of 2-bromo-5-methyl-1,3,4-thiadiazole, 5.5 parts of N-[1-(2-aminoethyl)-4-piperidinyl]-1-[(4-fluorophenyl)methyl]-1H-benzimidazol-2-amine, 1.6 parts of sodium carbonate and 45 parts of N,N-dimethylacetamide was stirred and heated overnight at 120° C. The reaction mixture was cooled and poured onto water. The product was extracted with 4-methyl-2-pentanone. The extract was dried, filtered and evaporated. The residue was purified by column chromatography over silica gel usi... Starting materials: C(C)(=O)C1=C(C(=C(OCC(COC2=CC=C3C(=CC(OC3=C2)=O)OCC2=CC=CC=C2)O)C=C1)CCC)O (7-(3-[4-acetyl-3-hydroxy-2-n-propylphenoxy]-2-hydroxypropoxy)-4-benzyloxycoumarin), C (charcoal). The solvent is CN(C)C=O (DMF). The product is C(C)(=O)C1=C(C(=C(OCC(COC2=CC=C3C(=CC(OC3=C2)=O)O)O)C=C1)CCC)O (7-(3-[4-Acetyl-3-hydroxy-2-n-propylphenoxy]-2-hydroxypropoxy)-4-hydroxycoumarin). Reaction SMILES: [C:1]([C:4]1[CH:34]=[CH:33][C:7]([O:8][CH2:9][CH:10]([OH:32])[CH2:11][O:12][C:13]2[CH:22]=[C:21]3[C:16]([C:17]([O:24]CC4C=CC=CC=4)=[CH:18][C:19](=[O:23])[O:20]3)=[CH:15][CH:14]=2)=[C:6]([CH2:35][CH2:36][CH3:37])[C:5]=1[OH:38])(=[O:3])[CH3:2].C>CN(C=O)C>[C:1]([C:4]1[CH:34]=[CH:33][C:7]([O:8][CH2:9][CH:10]([OH:32])[CH2:11][O:12][C:13]2[CH:22]=[C:21]3[C:16]([C:17]([OH:24])=[CH:18][C:19](=[O:23])[O:20]3)=[CH:15][CH:14]=2)=[C:6]([CH2:35][CH2:36][CH3:37])[C:5]=1[OH:38])(=[O:3])[CH3:2]. Procedure details: Hydrogenation of 7-(3-[4-acetyl-3-hydroxy-2-n-propylphenoxy]-2-hydroxypropoxy)-4-benzyloxycoumarin (3.42 g; 0.0066 mole) in DMF (60 ml) at atmospheric pressure using 10% palladinized charcoal afforded the title compound; 2.86 g as a tlc pure foam. (DMSO); 9.13 (3H, t, J 6.7 Hz); 8.59 (2H, m) 7.40 (3H, s); 7.40 (2H, m); 6.30 (1H, broad exchangeable); 5.75 (5H, s); 4.75 (1H, broad exchangeable); 4.50 (1H, exchangeble) 3.30 (1H, d, J 9.3Hz); 3.01 (2H, m); 2.23 (1H, d, J 9.6 Hz); 2.15 (1H, d, J 9.3H... The reactants are FC(C=1C=C(C=C(C1)C(F)(F)F)C1=NSC(O1)=O)(F)F (5-(α,α,α,α',α',α'-hexafluoro-3,5-xylyl)-1,3,4-oxathiazol-2-one), C(#CC(=O)OC)C(=O)OC (dimethyl acetylenedicarboxylate). The solvent is ClC1=C(C=CC=C1)Cl (o-dichlorobenzene). Product: FC(C=1C=C(C=C(C1)C(F)(F)F)C1=NSC(=C1C(=O)OC)C(=O)OC)(F)F (Dimethyl 3-(α,α,α,α',α',α'- Hexafluoro-3,5-Xylyl)-4,5-Isothiazoledicarboxylate). Yield: 65.9%. RXN SMILES: [F:1][C:2]([F:20])([F:19])[C:3]1[CH:4]=[C:5]([C:13]2OC(=O)[S:15][N:14]=2)[CH:6]=[C:7]([C:9]([F:12])([F:11])[F:10])[CH:8]=1.[C:21]([C:27]([O:29][CH3:30])=[O:28])#[C:22][C:23]([O:25][CH3:26])=[O:24]>ClC1C=CC=CC=1Cl>[F:19][C:2]([F:20])([F:1])[C:3]1[CH:4]=[C:5]([C:13]2[C:22]([C:23]([O:25][CH3:26])=[O:24])=[C:21]([C:27]([O:29][CH3:30])=[O:28])[S:15][N:14]=2)[CH:6]=[C:7]([C:9]([F:10])([F:11])[F:12])[CH:8]=1. Reported procedure: A solution of 20.7 g (0.0657 mol) of 5-(α,α,α,α',α',α'-hexafluoro-3,5-xylyl)-1,3,4-oxathiazol-2-one and 18.7 g (0.131 mol) of dimethyl acetylenedicarboxylate in 52 g of o-dichlorobenzene was held at reflux for 10 hours (gas chromatography assay revealed the product had formed in 77% yield) and was concentrated under vacuum to 90° at 0.5 torr. The residue was crystallized from methanol to give 17.9 g of solid, m.p. 71°-74°. The solid was recrystallized to give 14.3 g (53% yield) of white solid, m... Starting materials: C(C)OC(=O)C=1CC2=CC(=CC=C2C1C1=CC=CC=C1)OC (6-Methoxy-3-phenyl-1H-indene-2-carboxylic acid ethyl ester), BrN1C(CCC1=O)=O (N-bromosuccinimide), N(=NC(C#N)(C)C)C(C#N)(C)C (2,2′-azobisisobutyronitrile). The reagents and catalysts are [W] (tungsten). The solvent is ClCCl (dichloromethane). Yields the product C(C)OC(=O)C=1C(C2=CC(=CC=C2C1C1=CC=CC=C1)OC)Br (1-bromo-6-methoxy-3-phenyl-1H-indene-2-carboxylic Acid Ethyl Ester). Isolated yield 73.5%. RXN SMILES: [CH2:1]([O:3][C:4]([C:6]1[CH2:7][C:8]2[C:13]([C:14]=1[C:15]1[CH:20]=[CH:19][CH:18]=[CH:17][CH:16]=1)=[CH:12][CH:11]=[C:10]([O:21][CH3:22])[CH:9]=2)=[O:5])[CH3:2].[Br:23]N1C(=O)CCC1=O.N(C(C)(C)C#N)=NC(C)(C)C#N>ClCCl.[W]>[CH2:1]([O:3][C:4]([C:6]1[CH:7]([Br:23])[C:8]2[C:13]([C:14]=1[C:15]1[CH:20]=[CH:19][CH:18]=[CH:17][CH:16]=1)=[CH:12][CH:11]=[C:10]([O:21][CH3:22])[CH:9]=2)=[O:5])[CH3:2]. Procedure details: 6-Methoxy-3-phenyl-1H-indene-2-carboxylic acid ethyl ester (1.5 g, 5.10 mmol) prepared in Preparation Example 1 was dissolved in dichloromethane (80 mL), and N-bromosuccinimide (1.09 g, 6.12 mmol) and 2,2′-azobisisobutyronitrile (0.08 mg, 0.51 mmol) were added thereto. The mixture was stirred for 2 hrs at RT under the irradiation of a 375 W tungsten lamp. Upon the completion of the reaction, the mixture washed with saturated saline and extracted with dichloromethane. The organic layer was separa... Starting materials: O=C([O-])[O-], CN(C)C=O, CCI, [K+], [K+], O=Cc1ncc[nH]1. Yields the product CCn1ccnc1C=O. As a reaction SMILES: [C:8](=[O:9])([O-:10])[O-:11].[CH3:17][N:18]([CH3:19])[CH:20]=[O:21].[I:14][CH2:15][CH3:16].[K+:12].[K+:13].[nH:1]1[c:2]([CH:6]=[O:7])[n:3][cH:4][cH:5]1>>[n:1]1([CH2:15][CH3:16])[c:2]([CH:6]=[O:7])[n:3][cH:4][cH:5]1. The reactants are C(C)(C)(C)C=1C=C(CC(C(=O)OC2CC(NC(C2)(C)C)(C)C)(C(=O)C)CC2=CC(=C(C(=C2)C(C)(C)C)O)C(C)(C)C)C=C(C1O)C(C)(C)C (2,2,6,6-tetramethyl-4-piperidinyl 2,2-bis-(3,5-di-tert-butyl-4-hydroxybenzyl)-acetoacetate), C(C)(=O)OC(C)=O (acetic anhydride). Product: C(C)(C)(C)C=1C=C(CC(C(=O)OC2CC(N(C(C2)(C)C)C(C)=O)(C)C)(C(=O)C)CC2=CC(=C(C(=C2)C(C)(C)C)O)C(C)(C)C)C=C(C1O)C(C)(C)C (1-acetyl-2,2,6,6-tetramethyl-4-piperidinyl 2,2-bis-(3,5-di-tert-butyl-4-hydroxybenzyl)-acetoacetate). Reaction SMILES: [C:1]([C:5]1[CH:6]=[C:7]([CH:42]=[C:43]([C:46]([CH3:49])([CH3:48])[CH3:47])[C:44]=1[OH:45])[CH2:8][C:9]([CH2:26][C:27]1[CH:32]=[C:31]([C:33]([CH3:36])([CH3:35])[CH3:34])[C:30]([OH:37])=[C:29]([C:38]([CH3:41])([CH3:40])[CH3:39])[CH:28]=1)([C:23]([CH3:25])=[O:24])[C:10]([O:12][CH:13]1[CH2:18][C:17]([CH3:20])([CH3:19])[NH:16][C:15]([CH3:22])([CH3:21])[CH2:14]1)=[O:11])([CH3:4])([CH3:3])[CH3:2].[C:50](OC(=O)C)(=[O:52])[CH3:51]>>[C:33]([C:31]1[CH:32]=[C:27]([CH:28]=[C:29]([C:38]([CH3:41])([CH3:40])[CH3:39])[C:30]=1[OH:37])[CH2:26][C:9]([CH2:8][C:7]1[CH:42]=[C:43]([C:46]([CH3:49])([CH3:48])[CH3:47])[C:44]([OH:45])=[C:5]([C:1]([CH3:2])([CH3:3])[CH3:4])[CH:6]=1)([C:23]([CH3:25])=[O:24])[C:10]([O:12][CH:13]1[CH2:14][C:15]([CH3:22])([CH3:21])[N:16]([C:50](=[O:52])[CH3:51])[C:17]([CH3:20])([CH3:19])[CH2:18]1)=[O:11])([CH3:36])([CH3:35])[CH3:34]. Reported procedure: A solution of 2,2,6,6-tetramethyl-4-piperidinyl 2,2-bis-(3,5-di-tert-butyl-4-hydroxybenzyl)-acetoacetate (Example 1, 10.0 g; 0.015 mol) in 100 ml of acetic anhydride is stirred for 20 hours at 100°. The mixture is concentrated in vacuo. After recrystallisation from hexane/toluene, the product is filtered off and 8.41 g of 1-acetyl-2,2,6,6-tetramethyl-4-piperidinyl 2,2-bis-(3,5-di-tert-butyl-4-hydroxybenzyl)-acetoacetate, melting point 165°-166° C. (compound 22), are obtained. Starting materials: CCN(C(C)C)C(C)C, ClCCl, Nc1cc(C(F)(F)F)nn1-c1ccccc1C(F)(F)F, CC(=O)c1cccc(N=C=O)c1. The product is CC(=O)c1cccc(NC(=O)Nc2cc(C(F)(F)F)nn2-c2ccccc2C(F)(F)F)c1. RXN SMILES: [CH:21]([N:22]([CH2:23][CH3:24])[CH:25]([CH3:26])[CH3:27])([CH3:28])[CH3:29].[Cl:42][CH2:43][Cl:44].[F:1][C:2]([c:3]1[cH:4][c:5]([NH2:18])[n:6](-[c:8]2[c:9]([C:14]([F:15])([F:16])[F:17])[cH:10][cH:11][cH:12][cH:13]2)[n:7]1)([F:19])[F:20].[N:30](=[C:31]=[O:32])[c:33]1[cH:34][c:35]([C:39]([CH3:40])=[O:41])[cH:36][cH:37][cH:38]1>>[F:1][C:2]([c:3]1[cH:4][c:5]([NH:18][C:31]([NH:30][c:33]2[cH:34][c:35]([C:39]([CH3:40])=[O:41])[cH:36][cH:37][cH:38]2)=[O:32])[n:6](-[c:8]2[c:9]([C:14]([F:15])([F:16])[F:17])[cH:10][cH:11][cH:12][cH:13]2)[n:7]1)([F:19])[F:20].